This data is from the Open Reaction Database (ORD), a public repository of structured organic reaction records. The task is: describe an organic reaction: reactants, conditions, products, and yield Reaction SMILES: [Cl:1][c:2]1[c:3]([CH2:4][NH:5][CH2:6][CH:7]([OH:8])[c:9]2[cH:10][c:11]([N+:15](=[O:16])[O-:17])[cH:12][cH:13][cH:14]2)[cH:18][cH:19][c:20]([Cl:22])[cH:21]1.[Cl:28][CH2:29][Cl:30].[S:23](=[O:24])(=[O:25])([OH:26])[OH:27]>>[Cl:1][c:2]1[c:3]2[c:18]([cH:19][c:20]([Cl:22])[cH:21]1)[CH:7]([c:9]1[cH:10][c:11]([N+:15](=[O:16])[O-:17])[cH:12][cH:13][cH:14]1)[CH2:6][NH:5][CH2:4]2. Starting materials: O=[N+]([O-])c1cccc(C(O)CNCc2ccc(Cl)cc2Cl)c1, ClCCl, O=S(=O)(O)O. Product: O=[N+]([O-])c1cccc(C2CNCc3c(Cl)cc(Cl)cc32)c1. The reactants are BrCCCCC=1OC2=C(C1)C=CC(=C2)C(=O)O (2-(4-bromobutyl)benzofuran-6-carboxylic acid), S(O)(O)(=O)=O (sulfuric acid), C(C)O (ethanol). Yields the product BrCCCCC=1OC2=C(C1)C=CC(=C2)C(=O)OCC (ethyl 2-(4-bromobutyl)benzofuran-6-carboxylate). RXN SMILES: [Br:1][CH2:2][CH2:3][CH2:4][CH2:5][C:6]1[O:7][C:8]2[CH:14]=[C:13]([C:15]([OH:17])=[O:16])[CH:12]=[CH:11][C:9]=2[CH:10]=1.S(=O)(=O)(O)O.[CH2:23](O)[CH3:24]>>[Br:1][CH2:2][CH2:3][CH2:4][CH2:5][C:6]1[O:7][C:8]2[CH:14]=[C:13]([C:15]([O:17][CH2:23][CH3:24])=[O:16])[CH:12]=[CH:11][C:9]=2[CH:10]=1. Reported procedure: A solution of 2-(4-bromobutyl)benzofuran-6-carboxylic acid (29.7 g., 0.1 mole) and sulfuric acid (0.5 ml.) in ethanol (200 ml.) is boiled under reflux. The solution is concentrated to 7/8 volume at reduced pressure. The residue is poured into water. The oily ester is extracted with ether. Evaporation of the solvent provides ethyl 2-(4-bromobutyl)benzofuran-6-carboxylate. Procedure: A mixture of 2,4-dihydroxybenzaldehyde (17.5 g), potassium carbonate (42 g) and benzyl bromide (35 mL) in dimethyl formamide (100 mL) is stirred at room temperature for 18 hours. The reaction mixture is poured into vigorously stirred ice-water (300 mL) and stirring is continued for 30 minutes. The resulting brown solid is filtered and dried to give 2,4-dibenzyloxybenzaldehyde (28.5 g), m.p. 80-81° C. [Elemental analysis:- C,79.5; H,6.10%. Calculated:- C,79.2; H,5.70%]. RXN SMILES: [OH:1][C:2]1[CH:9]=[C:8](O)[CH:7]=[CH:6][C:3]=1[CH:4]=[O:5].[C:11](=[O:14])([O-])[O-].[K+].[K+].[CH2:17](Br)[C:18]1[CH:23]=[CH:22][CH:21]=[CH:20][CH:19]=1>CN(C)C=O>[CH2:17]([O:1][C:2]1[CH:9]=[C:8]([O:14][CH2:11][C:2]2[CH:9]=[CH:8][CH:7]=[CH:6][CH:3]=2)[CH:7]=[CH:6][C:3]=1[CH:4]=[O:5])[C:18]1[CH:23]=[CH:22][CH:21]=[CH:20][CH:19]=1 |f:1.2.3|. Yields the product C(C1=CC=CC=C1)OC1=C(C=O)C=CC(=C1)OCC1=CC=CC=C1 (2,4-dibenzyloxybenzaldehyde). The reactants are ice water, OC1=C(C=O)C=CC(=C1)O (2,4-dihydroxybenzaldehyde), C([O-])([O-])=O.[K+].[K+] (potassium carbonate), C(C1=CC=CC=C1)Br (benzyl bromide). Conditions: time 18 hour. Solvent: CN(C=O)C (dimethyl formamide). Reactants: CS(=O)(=O)c1ccc(C(CC2CCCC2)C(=O)O)cc1Br, O=C1CCC(=O)N1Br, ClCCl, Nc1cnccn1, c1ccc(P(c2ccccc2)c2ccccc2)cc1. Yields the product CS(=O)(=O)c1ccc(C(CC2CCCC2)C(=O)Nc2cnccn2)cc1Br. As a reaction SMILES: [Br:1][c:2]1[cH:3][c:4]([CH:12]([C:13](=[O:14])[OH:15])[CH2:16][CH:17]2[CH2:18][CH2:19][CH2:20][CH2:21]2)[cH:5][cH:6][c:7]1[S:8](=[O:9])(=[O:10])[CH3:11].[Br:41][N:42]1[C:43](=[O:44])[CH2:45][CH2:46][C:47]1=[O:48].[CH2:56]([Cl:57])[Cl:58].[NH2:49][c:50]1[n:51][cH:52][cH:53][n:54][cH:55]1.[c:22]1([P:23]([c:24]2[cH:25][cH:26][cH:27][cH:28][cH:29]2)[c:30]2[cH:31][cH:32][cH:33][cH:34][cH:35]2)[cH:36][cH:37][cH:38][cH:39][cH:40]1>>[Br:1][c:2]1[cH:3][c:4]([CH:12]([C:13](=[O:15])[NH:49][c:50]2[n:51][cH:52][cH:53][n:54][cH:55]2)[CH2:16][CH:17]2[CH2:18][CH2:19][CH2:20][CH2:21]2)[cH:5][cH:6][c:7]1[S:8](=[O:9])(=[O:10])[CH3:11]. The reactants are C(C)O.CC(C)O (ethanol 2-propanol), BrC1=C(C[C@H]([C@@H](C1)C1=C(C=C(C=C1)Cl)Cl)[N+](=O)[O-])C=O (trans-2-bromo-4-(2,4-dichlorophenyl)-5-nitrocyclohex-1-ene-1-carbaldehyde), [BH4-].[Na+] (NaBH4), [NH4+].[Cl-] (NH4Cl). Solvent: C(C)(=O)OCC (ethyl acetate). The product is BrC1=C(C[C@H]([C@@H](C1)C1=C(C=C(C=C1)Cl)Cl)[N+](=O)[O-])CO ([trans-2-bromo-4-(2,4-dichlorophenyl)-5-nitrocyclohex-1-en-1-yl]methanol). Yield: 84.2%. RXN SMILES: C(O)C.CC(O)C.[Br:8][C:9]1[CH2:14][C@@H:13]([C:15]2[CH:20]=[CH:19][C:18]([Cl:21])=[CH:17][C:16]=2[Cl:22])[C@H:12]([N+:23]([O-:25])=[O:24])[CH2:11][C:10]=1[CH:26]=[O:27].[BH4-].[Na+].[NH4+].[Cl-]>C(OCC)(=O)C>[Br:8][C:9]1[CH2:14][C@@H:13]([C:15]2[CH:20]=[CH:19][C:18]([Cl:21])=[CH:17][C:16]=2[Cl:22])[C@H:12]([N+:23]([O-:25])=[O:24])[CH2:11][C:10]=1[CH2:26][OH:27] |f:0.1,3.4,5.6|. Procedure details: To a cold (0° C.) ethanol/2-propanol (3 mL/3 mL) solution of Example 7B (758 mg, 2 mmol) under N2 flow, NaBH4 (80 mg, 2.1 mmol) was added. The reaction mixture was stirred and the temperature was allowed to increase from 0° C. to room temperature over two hours. The solution was treated with saturated NH4Cl, and diluted with ethyl acetate. The organic layer was washed with water and brine, dried over sodium sulfate, and then filtered. The filtrate was concentrated under reduced pressure and then...